This data is from the Open Reaction Database (ORD), a public repository of structured organic reaction records. The task is: describe an organic reaction: reactants, conditions, products, and yield Reactants: CN1CCC(CC1)OC2=CC=CC(=C2)N, CC1=C(C=C(C=C1)NC(=O)C2=CC3=C(C=C2)OCCO3)NC(=O)C4=CN=C(C=C4)Cl. The reagents and catalysts are CC(C)(C)[O-].[Na+], CC1(C2=C(C(=CC=C2)P(C3=CC=CC=C3)C4=CC=CC=C4)OC5=C1C=CC=C5P(C6=CC=CC=C6)C7=CC=CC=C7)C, C1=CC=C(C=C1)/C=C/C(=O)/C=C/C2=CC=CC=C2.C1=CC=C(C=C1)/C=C/C(=O)/C=C/C2=CC=CC=C2.C1=CC=C(C=C1)/C=C/C(=O)/C=C/C2=CC=CC=C2.[Pd].[Pd]. Solvent: CC1=CC=CC=C1. Conditions: temperature 100 celsius. Yields the product CC1=C(C=C(C=C1)NC(=O)C2=CC3=C(C=C2)OCCO3)NC(=O)C4=CN=C(C=C4)NC5=CC(=CC=C5)OC6CCN(CC6)C. Yield: 32.8%. Procedure: A mixture of 6-chloro-N-(5-(2,3-dihydrobenzo[b][1,4]dioxine-6-carboxamido)-2-methylphenyl)nicotinamide (50 mg, 0.12 mmol),3-(1-methylpiperidin-4-yloxy)aniline (36.5 mg, 0.18 mmol),(9,9-dimethyl-9H-xanthene-4,5-diyl)bis(diphenylphosphine) (4.10 mg, 7.08 µmol),TRIS(DIBENZYLIDENEACETONE)DIPALLADIUM(0) (3.24 mg, 3.54 µmol),sodium 2-methylpropan-2-olate (17.01 mg, 0.18 mmol) in toluene (2 mL)/IPA (0.500 mL)was degassed with nitrogen and heated at reflux for 18 hours.The reaction mixture was diluted w... Reactants: CC(C)(C)OC(=O)CBr, N#CC1CCCC(C#N)N1Cc1ccccc1, [Li]CCCC, CN(C)P(=O)(N(C)C)N(C)C, CC(C)NC(C)C, C1CCOC1. Yields the product CC(C)(C)OC(=O)CC1(C#N)CCCC(C#N)N1Cc1ccccc1. Reaction SMILES: [Br:41][CH2:42][C:43](=[O:44])[O:45][C:46]([CH3:47])([CH3:48])[CH3:49].[CH2:13]([c:14]1[cH:15][cH:16][cH:17][cH:18][cH:19]1)[N:20]1[CH:21]([C:28]#[N:29])[CH2:22][CH2:23][CH2:24][CH:25]1[C:26]#[N:27].[CH2:8]([Li:9])[CH2:10][CH2:11][CH3:12].[CH3:30][N:31]([CH3:32])[P:33](=[O:34])([N:35]([CH3:36])[CH3:37])[N:38]([CH3:39])[CH3:40].[CH:1]([NH:2][CH:3]([CH3:4])[CH3:5])([CH3:6])[CH3:7].[O:50]1[CH2:51][CH2:52][CH2:53][CH2:54]1>>[CH2:13]([c:14]1[cH:15][cH:16][cH:17][cH:18][cH:19]1)[N:20]1[C:21]([C:28]#[N:29])([CH2:42][C:43](=[O:44])[O:45][C:46]([CH3:47])([CH3:48])[CH3:49])[CH2:22][CH2:23][CH2:24][CH:25]1[C:26]#[N:27]. Starting materials: BrC1=CC(=C(C=C1)/C(/C)=N/O)O ((E)-1-(4-Bromo-2-hydroxyphenyl)ethanone oxime), BrC1=CC(=C(C=C1)C(C)=O)O (1-(4-bromo-2-hydroxyphenyl)ethanone), C(C)(=O)[O-].[Na+] (sodium acetate), Cl.NO (hydroxylamine hydrochloride). The solvent is O (water), O (water). Conditions: time 16 hour. The product is BrC1=CC2=C(C(=NO2)C)C=C1 (6-Bromo-3-methylbenzo[d] isoxazole). Yield: 63.4%. As a reaction SMILES: [Br:1][C:2]1[CH:7]=[CH:6][C:5](/[C:8](=[N:10]/O)/[CH3:9])=[C:4]([OH:12])[CH:3]=1.BrC1C=CC(C(=O)C)=C(O)C=1.C([O-])(=O)C.[Na+].Cl.NO>O>[Br:1][C:2]1[CH:7]=[CH:6][C:5]2[C:8]([CH3:9])=[N:10][O:12][C:4]=2[CH:3]=1 |f:2.3,4.5|. Procedure: (E)-1-(4-Bromo-2-hydroxyphenyl)ethanone oxime. To a solution of 1-(4-bromo-2-hydroxyphenyl)ethanone (2.8 g, 13.02 mmol) and water (10 mL) was added sodium acetate (1.602 g, 19.53 mmol) and hydroxylamine hydrochloride (1.176 g, 16.93 mmol). The mixture was allowed to stir at ambient temperature for 16 h. The solution was condensed under reduced pressure and diluted with water and sonicated. The resultant solid was filtered and dried under vacuum oven conditions to afford the title compound (1.90 ... Starting materials: CC(=O)O, CC(Sc1cc(Oc2c(F)cc(C(F)(F)F)cc2Cl)ccc1[N+](=O)[O-])C(=O)O, [Fe]. Yields the product CC1Sc2cc(Oc3c(F)cc(C(F)(F)F)cc3Cl)ccc2NC1=O. RXN SMILES: [CH3:29][C:30](=[O:31])[OH:32].[Cl:1][c:2]1[c:3]([O:4][c:5]2[cH:6][cH:7][c:8]([N+:17]([O-:15])=[O:18])[c:9]([S:11][CH:12]([C:13](=[O:14])[OH:19])[CH3:16])[cH:10]2)[c:20]([F:28])[cH:21][c:22]([C:24]([F:25])([F:26])[F:27])[cH:23]1.[Fe:33]>>[Cl:1][c:2]1[c:3]([O:4][c:5]2[cH:6][cH:7][c:8]3[c:9]([cH:10]2)[S:11][CH:12]([CH3:16])[C:13](=[O:14])[NH:17]3)[c:20]([F:28])[cH:21][c:22]([C:24]([F:25])([F:26])[F:27])[cH:23]1. Starting materials: NC1=C(C2=C(S1)CCCCC2)C(=O)C2=CC(=C(C=C2)Cl)Cl ((2-amino-5,6,7,8-tetrahydro-4H-cyclohepta[b]thiophen-3-yl)-(3,4-dichloro-phenyl)-methanone), C1(CC1)C(CC(C)=O)=O (1-cyclopropyl-butane-1,3-dione). The reagents and catalysts are S(O)(O)(=O)=O (sulfuric acid). Solvent: C(C)(=O)O (acetic acid). Reaction conditions: temperature 100 celsius, time 10 minute. Yields the product C1(CC1)C(=O)C=1C(=NC2=C(C=3CCCCCC3S2)C1C1=CC(=C(C=C1)Cl)Cl)C (cyclopropyl-[4-(3,4-dichlorophenyl)-2-methyl-6,7,8,9-tetrahydro-5H-10-thia-1-aza-benzo[a]azulen-3-yl)-methanone). Yield: 21.1%. As a reaction SMILES: [NH2:1][C:2]1[S:6][C:5]2[CH2:7][CH2:8][CH2:9][CH2:10][CH2:11][C:4]=2[C:3]=1[C:12]([C:14]1[CH:19]=[CH:18][C:17]([Cl:20])=[C:16]([Cl:21])[CH:15]=1)=O.[CH:22]1([C:25](=[O:30])[CH2:26][C:27](=O)[CH3:28])[CH2:24][CH2:23]1>C(O)(=O)C.S(=O)(=O)(O)O>[CH:22]1([C:25]([C:26]2[C:27]([CH3:28])=[N:1][C:2]3[S:6][C:5]4[CH2:7][CH2:8][CH2:9][CH2:10][CH2:11][C:4]=4[C:3]=3[C:12]=2[C:14]2[CH:19]=[CH:18][C:17]([Cl:20])=[C:16]([Cl:21])[CH:15]=2)=[O:30])[CH2:24][CH2:23]1. Reported procedure: To a stirred solution of 36 mg (0.11 mmol) (2-amino-5,6,7,8-tetrahydro-4H-cyclohepta[b]thiophen-3-yl)-(3,4-dichloro-phenyl)-methanone in 2 ml acetic acid was added 18 mg (0.11 mmol) of 1-cyclopropyl-butane-1,3-dione and one drop of sulfuric acid. The mixture was then stirred at 100° C. for 10 minutes in a microwave and then concentrated in vacuo. Preparative HPLC (30% CH3CN/H20) afforded 10 mg (19%) cyclopropyl-[4-(3,4-dichlorophenyl)-2-methyl-6,7,8,9-tetrahydro-5H-10-thia-1-aza-benzo[a]azulen-3... The reactants are C(=O)([O-])[O-].[Na+].[Na+] (Na2CO3), ClC1=CC(=CC=C1)C(=O)OO (meta-chloroperbenzoic acid), [Si](C)(C)(C(C)(C)C)OCCN1C(=NC=2C=NC=3C=CC=NC3C21)COCC (1-(2-{[tert-Butyl(dimethyl)silyl]oxy}ethyl)-2-(ethoxymethyl)-1H-imidazo[4,5-c][1,5]naphthyridine). The solvent is C(Cl)Cl (CH2Cl2), C(Cl)Cl (CH2Cl2). Run at time 2 hour. Yields the product C(C)OCC=1NC2=C(C=[N+](C=3C=CC=NC23)[O-])N1 (2-(ethoxymethyl)-1H-imidazo[4,5-c][1,5]naphthyridine 5-oxide). RXN SMILES: [Si](OCC[N:11]1[C:23]2[C:22]3[N:21]=[CH:20][CH:19]=[CH:18][C:17]=3[N:16]=[CH:15][C:14]=2[N:13]=[C:12]1[CH2:24][O:25][CH2:26][CH3:27])(C(C)(C)C)(C)C.ClC1C=CC=C(C(OO)=[O:36])C=1.C([O-])([O-])=O.[Na+].[Na+]>C(Cl)Cl>[CH2:26]([O:25][CH2:24][C:12]1[NH:11][C:23]2[C:22]3[N:21]=[CH:20][CH:19]=[CH:18][C:17]=3[N+:16]([O-:36])=[CH:15][C:14]=2[N:13]=1)[CH3:27] |f:2.3.4|. Reported procedure: 1-(2-{[tert-Butyl(dimethyl)silyl]oxy}ethyl)-2-(ethoxymethyl)-1H-imidazo[4,5-c][1,5]naphthyridine (2.30 g, 5.96 mmol) was dissolved in 30 mL of CH2Cl2 and treated with meta-chloroperbenzoic acid (MCPBA) (1.80 g, 57-86% purity). After stirring for 2 hours, the reaction mixture was treated with 25 mL of CH2Cl2 and 25 mL of 5% Na2CO3 solution and the layers were separated. The organic portion was then washed successively with H2O (20 mL) and brine (20 mL). The organic portion was dried over Na2SO4, ... The reactants are CNC(=O)C1=NC=CC(=C1)OC=1C=C2C=NC(=NC2=CC1)S(=O)(=O)C (N-methyl[4-(2-methylsulfonylquinazolin-6-yloxy)(2-pyridyl)]carboxamide), C1=C(C=CC2=CC=CC=C12)NC1=CC=CC=C1 (2-naphthylaniline). The solvent is C(C)#N (acetonitrile). Reaction conditions: temperature 82.5 celsius. The product is CNC(=O)C1=NC=CC(=C1)OC=1C=C2C=NC(=NC2=CC1)NC1=CC2=CC=CC=C2C=C1 (N-methyl-4-{[2-(naphthalen-2-ylamino)-quinazolin-6-yl]oxy}pyridine-2-carboxamide). RXN SMILES: [CH3:1][NH:2][C:3]([C:5]1[CH:10]=[C:9]([O:11][C:12]2[CH:13]=[C:14]3[C:19](=[CH:20][CH:21]=2)[N:18]=[C:17](S(C)(=O)=O)[N:16]=[CH:15]3)[CH:8]=[CH:7][N:6]=1)=[O:4].[CH:26]1[C:35]2[C:30](=[CH:31][CH:32]=[CH:33][CH:34]=2)[CH:29]=[CH:28][C:27]=1[NH:36]C1C=CC=CC=1>C(#N)C>[CH3:1][NH:2][C:3]([C:5]1[CH:10]=[C:9]([O:11][C:12]2[CH:13]=[C:14]3[C:19](=[CH:20][CH:21]=2)[N:18]=[C:17]([NH:36][C:27]2[CH:28]=[CH:29][C:30]4[C:35](=[CH:34][CH:33]=[CH:32][CH:31]=4)[CH:26]=2)[N:16]=[CH:15]3)[CH:8]=[CH:7][N:6]=1)=[O:4]. Procedure details: N-methyl[4-(2-methylsulfonylquinazolin-6-yloxy)(2-pyridyl)]carboxamide 15 (1 eq) was treated with 2-naphthylaniline (2 eq) in acetonitrile (1 M) and heated at 80-85° C. The mixture was evaporated and purified on preparative chromatography to give the product. Reported procedure: To 3-(3-(4-(pyridin-2-yloxymethyl)-benzyl)-isoxazol-5-yl)-pyridin-2-yl amine (500 mg) was added methanol (1.5 mL), and under heat-stirring at 40° C, to this suspension was added a solution of methanesulfonic acid (96.5 μL) in methanol (0.5 mL) dropwise, which turned into a solution. After stirring at 40° C for 10 minutes and seeding, crystals precipitated. After stirring at 40° C for 20 minutes, tert-butyl methyl ether (10 mL) was added thereto dropwise at the same temperature over one hour, the... The reactants are CS(=O)(=O)O (methanesulfonic acid), N1=C(C=CC=C1)OCC1=CC=C(CC2=NOC(=C2)C=2C(=NC=CC2)N)C=C1 (3-(3-(4-(pyridin-2-yloxymethyl)-benzyl)-isoxazol-5-yl)-pyridin-2-yl amine). Yields the product CS(=O)(=O)O.N1=C(C=CC=C1)OCC1=CC=C(CC2=NOC(=C2)C=2C(=NC=CC2)N)C=C1 (3-(3-(4-(Pyridin-2-yloxymethyl)-benzyl)-isoxazol-5-yl)-pyridin-2-yl amine methanesulfonate). The solvent is CO (methanol), CO (methanol). RXN SMILES: [N:1]1[CH:6]=[CH:5][CH:4]=[CH:3][C:2]=1[O:7][CH2:8][C:9]1[CH:27]=[CH:26][C:12]([CH2:13][C:14]2[CH:18]=[C:17]([C:19]3[C:20]([NH2:25])=[N:21][CH:22]=[CH:23][CH:24]=3)[O:16][N:15]=2)=[CH:11][CH:10]=1.[CH3:28][S:29]([OH:32])(=[O:31])=[O:30]>CO>[CH3:28][S:29]([OH:32])(=[O:31])=[O:30].[N:1]1[CH:6]=[CH:5][CH:4]=[CH:3][C:2]=1[O:7][CH2:8][C:9]1[CH:27]=[CH:26][C:12]([CH2:13][C:14]2[CH:18]=[C:17]([C:19]3[C:20]([NH2:25])=[N:21][CH:22]=[CH:23][CH:24]=3)[O:16][N:15]=2)=[CH:11][CH:10]=1 |f:3.4|. Reaction conditions: temperature 40 celsius, time 1 hour. The reactants are CN(CCCS(=O)(=O)N(NC([C@H](CC(C)C)[C@H](C\C=C\C1=CC=CC=C1)C(NOC1OCCCC1)=O)=O)CC(C)C)C ((E)-2′-[3-(dimethylamino)propylsulphonyl]-2(R)-[1(S)-[(tetrahydro-2(RS)-pyranyloxy)carbamoyl]-4-phenyl-3-butenyl]-2′-isobutyl-4-methylvalerohydrazide), O.C1(=CC=C(C=C1)S(=O)(=O)O)C (p-toluene-sulphonic acid monohydrate). The solvent is CO (methanol). Reaction conditions: time 3.5 hour. Yields the product C1(=CC=C(C=C1)S(=O)(=O)O)C.CN(CCCS(=O)(=O)N(NC([C@H](CC(C)C)[C@H](C\C=C\C1=CC=CC=C1)C(NO)=O)=O)CC(C)C)C ((E)-2′-[3-(dimethylamino)propylsulphonyl]-2(R)-[1(S)-(hydroxycarbamoyl)-4-phenyl-3-butenyl]-2′-isobutyl-4-methylvalerohydrazide p-toluenesulphonate). Isolated yield 90.2%. Reaction SMILES: [CH3:1][N:2]([CH3:42])[CH2:3][CH2:4][CH2:5][S:6]([N:9]([CH2:38][CH:39]([CH3:41])[CH3:40])[NH:10][C:11](=[O:37])[C@@H:12]([C@@H:17]([C:27](=[O:36])[NH:28][O:29]C1CCCCO1)[CH2:18]/[CH:19]=[CH:20]/[C:21]1[CH:26]=[CH:25][CH:24]=[CH:23][CH:22]=1)[CH2:13][CH:14]([CH3:16])[CH3:15])(=[O:8])=[O:7].O.[C:44]1([CH3:54])[CH:49]=[CH:48][C:47]([S:50]([OH:53])(=[O:52])=[O:51])=[CH:46][CH:45]=1>CO>[C:44]1([CH3:54])[CH:45]=[CH:46][C:47]([S:50]([OH:53])(=[O:51])=[O:52])=[CH:48][CH:49]=1.[CH3:42][N:2]([CH3:1])[CH2:3][CH2:4][CH2:5][S:6]([N:9]([CH2:38][CH:39]([CH3:41])[CH3:40])[NH:10][C:11](=[O:37])[C@@H:12]([C@@H:17]([C:27](=[O:36])[NH:28][OH:29])[CH2:18]/[CH:19]=[CH:20]/[C:21]1[CH:22]=[CH:23][CH:24]=[CH:25][CH:26]=1)[CH2:13][CH:14]([CH3:15])[CH3:16])(=[O:8])=[O:7] |f:1.2,4.5|. Procedure: A solution of 0.184 g of (E)-2′-[3-(dimethylamino)propylsulphonyl]-2(R)-[1(S)-[(tetrahydro-2(RS)-pyranyloxy)carbamoyl]-4-phenyl-3-butenyl]-2′-isobutyl-4-methylvalerohydrazide in 4 ml of methanol was treated with 0.069 g of p-toluene-sulphonic acid monohydrate. The mixture was stirred for 3.5 hours at room temperature and evaporated. Trituration of the residue with diethyl ether gave 0.19 g of (E)-2′-[3-(dimethylamino)propylsulphonyl]-2(R)-[1(S)-(hydroxycarbamoyl)-4-phenyl-3-butenyl]-2′-isobutyl-...